Task: describe an organic reaction: reactants, conditions, products, and yield. Dataset: the Open Reaction Database (ORD), a public repository of structured organic reaction records Reactants: CCO, Cl, [Na+], C1CCOC1, [OH-], CCOC(=O)CCc1cn(Cc2ccc(OCc3csc(-c4ccccc4)n3)nc2)nc1-c1ccccc1. Yields the product O=C(O)CCc1cn(Cc2ccc(OCc3csc(-c4ccccc4)n3)nc2)nc1-c1ccccc1. Reaction SMILES: [CH3:47][CH2:48][OH:49].[ClH:46].[Na+:40].[O:41]1[CH2:42][CH2:43][CH2:44][CH2:45]1.[OH-:39].[c:1]1(-[c:7]2[n:8][n:9]([CH2:19][c:20]3[cH:21][cH:22][c:23]([O:26][CH2:27][c:28]4[n:29][c:30](-[c:33]5[cH:34][cH:35][cH:36][cH:37][cH:38]5)[s:31][cH:32]4)[n:24][cH:25]3)[cH:10][c:11]2[CH2:12][CH2:13][C:14](=[O:15])[O:16][CH2:17][CH3:18])[cH:2][cH:3][cH:4][cH:5][cH:6]1>>[c:1]1(-[c:7]2[n:8][n:9]([CH2:19][c:20]3[cH:21][cH:22][c:23]([O:26][CH2:27][c:28]4[n:29][c:30](-[c:33]5[cH:34][cH:35][cH:36][cH:37][cH:38]5)[s:31][cH:32]4)[n:24][cH:25]3)[cH:10][c:11]2[CH2:12][CH2:13][C:14](=[O:15])[OH:16])[cH:2][cH:3][cH:4][cH:5][cH:6]1. The reactants are Cc1cc(OCc2ccc(F)cc2F)c(Br)c(=O)n1Cc1cnc(CO)cn1, [H-], CI, [Na+], CN(C)C=O. The product is COCc1cnc(Cn2c(C)cc(OCc3ccc(F)cc3F)c(Br)c2=O)cn1. As a reaction SMILES: [Br:1][c:2]1[c:3](=[O:28])[n:4]([CH2:19][c:20]2[n:21][cH:22][c:23]([CH2:26][OH:27])[n:24][cH:25]2)[c:5]([CH3:18])[cH:6][c:7]1[O:8][CH2:9][c:10]1[c:11]([F:17])[cH:12][c:13]([F:16])[cH:14][cH:15]1.[H-:30].[I:31][CH3:32].[Na+:29].[O:33]=[CH:34][N:35]([CH3:36])[CH3:37]>>[Br:1][c:2]1[c:3](=[O:28])[n:4]([CH2:19][c:20]2[n:21][cH:22][c:23]([CH2:26][O:27][CH3:32])[n:24][cH:25]2)[c:5]([CH3:18])[cH:6][c:7]1[O:8][CH2:9][c:10]1[c:11]([F:17])[cH:12][c:13]([F:16])[cH:14][cH:15]1. Starting materials: O=C([O-])[O-], COCCOC, Cc1c(Nc2c(I)cncc2C#N)ccc2[nH]ccc12, [Na+], [Na+], c1ccc(P(c2ccccc2)(c2ccccc2)[Pd](P(c2ccccc2)(c2ccccc2)c2ccccc2)(P(c2ccccc2)(c2ccccc2)c2ccccc2)P(c2ccccc2)(c2ccccc2)c2ccccc2)cc1, OB(O)c1cc2ccccc2o1. Yields the product Cc1c(Nc2c(C#N)cncc2-c2cc3ccccc3o2)ccc2[nH]ccc12. As a reaction SMILES: [C:33](=[O:34])([O-:35])[O-:36].[CH3:39][O:40][CH2:41][CH2:42][O:43][CH3:44].[I:1][c:2]1[cH:3][n:4][cH:5][c:6]([C:7]#[N:8])[c:9]1[NH:10][c:11]1[c:12]([CH3:20])[c:13]2[cH:14][cH:15][nH:16][c:17]2[cH:18][cH:19]1.[Na+:37].[Na+:38].[cH:45]1[cH:46][cH:47][c:48]([P:49]([Pd:50]([P:51]([c:52]2[cH:53][cH:54][cH:55][cH:56][cH:57]2)([c:58]2[cH:59][cH:60][cH:61][cH:62][cH:63]2)[c:64]2[cH:65][cH:66][cH:67][cH:68][cH:69]2)([P:70]([c:71]2[cH:72][cH:73][cH:74][cH:75][cH:76]2)([c:77]2[cH:78][cH:79][cH:80][cH:81][cH:82]2)[c:83]2[cH:84][cH:85][cH:86][cH:87][cH:88]2)[P:89]([c:90]2[cH:91][cH:92][cH:93][cH:94][cH:95]2)([c:96]2[cH:97][cH:98][cH:99][cH:100][cH:101]2)[c:102]2[cH:103][cH:104][cH:105][cH:106][cH:107]2)([c:108]2[cH:109][cH:110][cH:111][cH:112][cH:113]2)[c:114]2[cH:115][cH:116][cH:117][cH:118][cH:119]2)[cH:120][cH:121]1.[o:21]1[c:22]([B:30]([OH:31])[OH:32])[cH:23][c:24]2[c:25]1[cH:26][cH:27][cH:28][cH:29]2>>[c:2]1(-[c:22]2[o:21][c:25]3[c:24]([cH:23]2)[cH:29][cH:28][cH:27][cH:26]3)[cH:3][n:4][cH:5][c:6]([C:7]#[N:8])[c:9]1[NH:10][c:11]1[c:12]([CH3:20])[c:13]2[cH:14][cH:15][nH:16][c:17]2[cH:18][cH:19]1. Reactants: C(C)OC(CC1C2=C(B(O1)O)C=C(C=C2C)OC2=NC(=NC=C2)Cl)=O ([6-(2-chloro-pyrimidin-4-yloxy)-1-hydroxy-4-methyl-1,3-dihydro-benzo[c][1,2]oxaborol-3-yl]-acetic acid ethyl ester), C(=O)([O-])[O-].[K+].[K+] (K2CO3). The reagents and catalysts are [Pd] (Pd/C). Run in CCOC(=O)C (EtOAc). Reaction conditions: time 1.5 hour. Yields the product C(C)OC(CC1C2=C(B(O1)O)C=C(C=C2C)OC2=NC=NC=C2)=O ([1-hydroxy-4-methyl-6-(pyrimidin-4-yloxy)-1,3-dihydro-benzo[c][1,2]oxaborol-3-yl]-acetic acid ethyl ester). Isolated yield 88.3%. As a reaction SMILES: [CH2:1]([O:3][C:4](=[O:25])[CH2:5][CH:6]1[O:10][B:9]([OH:11])[C:8]2[CH:12]=[C:13]([O:17][C:18]3[CH:23]=[CH:22][N:21]=[C:20](Cl)[N:19]=3)[CH:14]=[C:15]([CH3:16])[C:7]1=2)[CH3:2].C([O-])([O-])=O.[K+].[K+]>CCOC(C)=O.[Pd]>[CH2:1]([O:3][C:4](=[O:25])[CH2:5][CH:6]1[O:10][B:9]([OH:11])[C:8]2[CH:12]=[C:13]([O:17][C:18]3[CH:23]=[CH:22][N:21]=[CH:20][N:19]=3)[CH:14]=[C:15]([CH3:16])[C:7]1=2)[CH3:2] |f:1.2.3|. Reported procedure: A mixture of [6-(2-chloro-pyrimidin-4-yloxy)-1-hydroxy-4-methyl-1,3-dihydro-benzo[c][1,2]oxaborol-3-yl]-acetic acid ethyl ester (0.5 g, 1.38 mmol), 10% Pd/C (0.45 g) and K2CO3 (0.38 g, 2.75 mmol) in EtOAc (15 mL) was hydrogenated at 30 psi for 1.5 hours. The mixture was filtered through a pad of celite and concentrated in vacuo. The residue was purified by silica gel flash column chromatography (DCM:MeOH 95:5) to give [1-hydroxy-4-methyl-6-(pyrimidin-4-yloxy)-1,3-dihydro-benzo[c][1,2]oxaborol-3-... Starting materials: ClC1=NC(=NC(=C1)Cl)C (4,6-dichloro-2-methylpyrimidine), N1(CCNCC1)C(=O)OC(C)(C)C (tert-butyl piperazine-1-carboxylate), CCN(C(C)C)C(C)C (DIPEA). Run in C1CCOC1 (THF). Reaction conditions: temperature 145 celsius. Product: C(C)(C)(C)OC(=O)N1CCN(CC1)C1=NC(=NC(=C1)Cl)C (4-(6-Chloro-2-methylpyrimidin-4-yl)piperazine-1-carboxylic acid tert-butyl ester). The yield is 69.5%. As a reaction SMILES: Cl[C:2]1[CH:7]=[C:6]([Cl:8])[N:5]=[C:4]([CH3:9])[N:3]=1.[N:10]1([C:16]([O:18][C:19]([CH3:22])([CH3:21])[CH3:20])=[O:17])[CH2:15][CH2:14][NH:13][CH2:12][CH2:11]1.CCN(C(C)C)C(C)C>C1COCC1>[C:19]([O:18][C:16]([N:10]1[CH2:15][CH2:14][N:13]([C:2]2[CH:7]=[C:6]([Cl:8])[N:5]=[C:4]([CH3:9])[N:3]=2)[CH2:12][CH2:11]1)=[O:17])([CH3:22])([CH3:20])[CH3:21]. Reported procedure: To a solution of 4,6-dichloro-2-methylpyrimidine (300 mg, 1.84 mmol) in THF (4 mL) were added tert-butyl piperazine-1-carboxylate (376 mg, 2.02 mmol) and DIPEA (0.48 mL, 2.76 mmol), and the reaction was heated at 145° C. under microwave irradiation for 30 minutes. The resulting mixture was concentrated in vacuo and the residue was partitioned between DCM (50 mL) and water (50 mL). The organic fraction was washed with brine (50 mL), dried (MgSO4) and concentrated in vacuo to yield the title compo... Reactants: C1(=CC=CC=C1)P(C1=C(C2=CC=CC=C2C=C1)C1=C(C=CC2=CC=CC=C12)P(C1=CC=CC=C1)C1=CC=CC=C1)C1=CC=CC=C1 (BINAP), NC=1C=C(COC2=C(C(=C(C=C2)C(C)=O)O)CCC)C=CC1 (1-[4-(3-amino-benzyloxy)-2-hydroxy-3-propyl-phenyl]-ethanone), COC(C1=CC(=CC=C1)Br)=O (3-bromo-benzoic acid methyl ester), C([O-])([O-])=O.[Cs+].[Cs+] (cesium carbonate), C(CC(O)(C(=O)O)CC(=O)O)(=O)O (citric acid). Reagents/catalysts: C(C)(=O)[O-].[Pd+2].C(C)(=O)[O-] (palladium acetate). The solvent is C1(=CC=CC=C1)C (toluene). Run at temperature 100 celsius, time 18 hour. Product: COC(C1=CC(=CC=C1)NC1=CC(=CC=C1)COC1=C(C(=C(C=C1)C(C)=O)O)CCC)=O (3-[3-(4-acetyl-3-hydroxy-2-propyl-phenoxymethyl)-phenylamino]-benzoic acid methyl ester). Isolated yield 42.5%. RXN SMILES: [NH2:1][C:2]1[CH:3]=[C:4]([CH:20]=[CH:21][CH:22]=1)[CH2:5][O:6][C:7]1[CH:12]=[CH:11][C:10]([C:13](=[O:15])[CH3:14])=[C:9]([OH:16])[C:8]=1[CH2:17][CH2:18][CH3:19].[CH3:23][O:24][C:25](=[O:33])[C:26]1[CH:31]=[CH:30][CH:29]=[C:28](Br)[CH:27]=1.C(=O)([O-])[O-].[Cs+].[Cs+].C1(P(C2C=CC=CC=2)C2C=CC3C(=CC=CC=3)C=2C2C3C(=CC=CC=3)C=CC=2P(C2C=CC=CC=2)C2C=CC=CC=2)C=CC=CC=1.C(O)(=O)CC(CC(O)=O)(C(O)=O)O>C1(C)C=CC=CC=1.C([O-])(=O)C.[Pd+2].C([O-])(=O)C>[CH3:23][O:24][C:25](=[O:33])[C:26]1[CH:31]=[CH:30][CH:29]=[C:28]([NH:1][C:2]2[CH:22]=[CH:21][CH:20]=[C:4]([CH2:5][O:6][C:7]3[CH:12]=[CH:11][C:10]([C:13](=[O:15])[CH3:14])=[C:9]([OH:16])[C:8]=3[CH2:17][CH2:18][CH3:19])[CH:3]=2)[CH:27]=1 |f:2.3.4,8.9.10|. Reported procedure: Combine 1-[4-(3-amino-benzyloxy)-2-hydroxy-3-propyl-phenyl]-ethanone (500 mg, 1.67 mmol), 3-bromo-benzoic acid methyl ester (326 mg, 1.52 mmol) and cesium carbonate (693 mg, 2.13 mmol) in toluene (25 mL) and stir. Purge reaction vessel with argon. Add BINAP [rac-2,2′-Bis(diphenyl-phosphino)-1,1′-binaphthyl] (142 mg, 0.228 mmol), and palladium acetate (34 mg, 0.152 mmol). Purge reaction vessel with argon. Heat to 100° C. After 18 hours, cool to ambient temperature. Add 10% aqueous citric acid, an... Reactants: C(C)(=O)[O-].[NH4+] (Ammonium acetate), C(C1=CC=CC=C1)OC(NCC1CCC(CC1)C(NCC(C1=CC(=CC=C1)C(F)(F)F)=O)=O)=O ({4-[2-Oxo-2-(3-trifluoromethyl-phenyl)-ethylcarbamoyl]-cyclohexylmethyl}-carbamic acid benzyl ester). Solvent: C(C)(=O)O (acetic acid). The product is C(C1=CC=CC=C1)OC(NCC1CCC(CC1)C=1NC=C(N1)C1=CC(=CC=C1)C(F)(F)F)=O ({4-[4-(3-Trifluoromethyl-phenyl)-1H-imidazol-2-yl]-cyclohexylmethyl}-carbamic acid benzyl ester). RXN SMILES: C([O-])(=O)C.[NH4+:5].[CH2:6]([O:13][C:14](=[O:39])[NH:15][CH2:16][CH:17]1[CH2:22][CH2:21][CH:20]([C:23](=O)[NH:24][CH2:25][C:26](=O)[C:27]2[CH:32]=[CH:31][CH:30]=[C:29]([C:33]([F:36])([F:35])[F:34])[CH:28]=2)[CH2:19][CH2:18]1)[C:7]1[CH:12]=[CH:11][CH:10]=[CH:9][CH:8]=1>C(O)(=O)C>[CH2:6]([O:13][C:14](=[O:39])[NH:15][CH2:16][CH:17]1[CH2:22][CH2:21][CH:20]([C:23]2[NH:24][CH:25]=[C:26]([C:27]3[CH:32]=[CH:31][CH:30]=[C:29]([C:33]([F:36])([F:35])[F:34])[CH:28]=3)[N:5]=2)[CH2:19][CH2:18]1)[C:7]1[CH:12]=[CH:11][CH:10]=[CH:9][CH:8]=1 |f:0.1|. Procedure: Ammonium acetate (26 g, 0.34 mol) was added to a solution of {4-[2-Oxo-2-(3-trifluoromethyl-phenyl)-ethylcarbamoyl]-cyclohexylmethyl}-carbamic acid benzyl ester (5.4 g, 0.0113 mol) in acetic acid. The resulting homogeneous mixture was refluxed overnight and then concentrated under reduced pressure. The residue was partitioned between 10% NaOH and EtOAc (1:1) and the EtOAc layer was washed with 10% NaOH (3×) and brine. The EtOAc was dried (Na2SO4) and concentrated under reduced pressure to give {... Starting materials: O=C(O)COc1ccc(C23CC4CC(CC(C4)C2)C3)cc1, CCN(C(C)C)C(C)C, Nc1cccc(C(=O)c2ccccc2)c1, CN(C)C=O, O, On1nnc2ccccc21. The product is O=C(COc1ccc(C23CC4CC(CC(C4)C2)C3)cc1)Nc1cccc(C(=O)c2ccccc2)c1. Reaction SMILES: [C:1]12([c:11]3[cH:12][cH:13][c:14]([O:15][CH2:16][C:17](=[O:18])[OH:19])[cH:20][cH:21]3)[CH2:2][CH:3]3[CH2:4][CH:5]([CH2:6][CH:7]([CH2:8]1)[CH2:9]3)[CH2:10]2.[CH:48]([N:49]([CH2:50][CH3:51])[CH:52]([CH3:53])[CH3:54])([CH3:55])[CH3:56].[NH2:22][c:23]1[cH:24][c:25]([C:29](=[O:30])[c:31]2[cH:32][cH:33][cH:34][cH:35][cH:36]2)[cH:26][cH:27][cH:28]1.[O:57]=[CH:58][N:59]([CH3:60])[CH3:61].[OH2:37].[OH:38][n:39]1[c:40]2[cH:41][cH:42][cH:43][cH:44][c:45]2[n:46][n:47]1>>[C:1]12([c:11]3[cH:12][cH:13][c:14]([O:15][CH2:16][C:17](=[O:18])[NH:22][c:23]4[cH:24][c:25]([C:29](=[O:30])[c:31]5[cH:32][cH:33][cH:34][cH:35][cH:36]5)[cH:26][cH:27][cH:28]4)[cH:20][cH:21]3)[CH2:2][CH:3]3[CH2:4][CH:5]([CH2:6][CH:7]([CH2:8]1)[CH2:9]3)[CH2:10]2. Starting materials: OC(=O)C(F)(F)F.OC(=O)C(F)(F)F.C12CN(CC(CC1)O2)C2=NC(=NC(=N2)N2CCNCC2)C2=CC=C(C=C2)NC(=O)NC2=CC=NC=C2 (1-(4-(4-(8-oxa-3-azabicyclo[3.2.1]octan-3-yl)-6-(piperazin-1-yl)-1,3,5-triazin-2-yl)phenyl)-3-(pyridin-4-yl)urea-2TFA), C=O (formalin). Run in C(=O)O (formic acid). The product is CN1CCN(CC1)C1=NC(=NC(=N1)N1CC2CCC(C1)O2)C2=CC=C(C=C2)NC(=O)NC2=CC=NC=C2 (1-{4-[4-(4-methylpiperazin-1-yl)-6-(8-oxa-3-azabicyclo[3.2.1]oct-3-yl)-1,3,5-triazin-2-yl]phenyl}-3-pyridin-4-ylurea), di-TFA. As a reaction SMILES: O[C:2](C(F)(F)F)=O.OC(C(F)(F)F)=O.[CH:15]12[O:22][CH:19]([CH2:20][CH2:21]1)[CH2:18][N:17]([C:23]1[N:28]=[C:27]([N:29]3[CH2:34][CH2:33][NH:32][CH2:31][CH2:30]3)[N:26]=[C:25]([C:35]3[CH:40]=[CH:39][C:38]([NH:41][C:42]([NH:44][C:45]4[CH:50]=[CH:49][N:48]=[CH:47][CH:46]=4)=[O:43])=[CH:37][CH:36]=3)[N:24]=1)[CH2:16]2.C=O>C(O)=O>[CH3:2][N:32]1[CH2:33][CH2:34][N:29]([C:27]2[N:28]=[C:23]([N:17]3[CH2:16][CH:15]4[O:22][CH:19]([CH2:20][CH2:21]4)[CH2:18]3)[N:24]=[C:25]([C:35]3[CH:36]=[CH:37][C:38]([NH:41][C:42]([NH:44][C:45]4[CH:46]=[CH:47][N:48]=[CH:49][CH:50]=4)=[O:43])=[CH:39][CH:40]=3)[N:26]=2)[CH2:30][CH2:31]1 |f:0.1.2|. Procedure details: 1-(4-(4-(8-oxa-3-azabicyclo[3.2.1]octan-3-yl)-6-(piperazin-1-yl)-1,3,5-triazin-2-yl)phenyl)-3-(pyridin-4-yl)urea-2TFA (115 mg) in 1:1 98% formic acid and 37% formalin (4 mL) was heated at 75° C. for 90 minutes, then concentrated to dryness and purified on HPLC to give the title compound as its di-TFA salt; MS (ES+) 502.3 (M+H)+